Task: describe an organic reaction: reactants, conditions, products, and yield. Dataset: the Open Reaction Database (ORD), a public repository of structured organic reaction records The reactants are CCOC(=O)c1ccc2c(c1)c(C)c(CC)n2Cc1ccc(F)cc1, CCO, Cl, [Na+], [OH-], O. The product is CCc1c(C)c2cc(C(=O)O)ccc2n1Cc1ccc(F)cc1. As a reaction SMILES: [CH2:1]([CH3:2])[c:3]1[n:4]([CH2:18][c:19]2[cH:20][cH:21][c:22]([F:25])[cH:23][cH:24]2)[c:5]2[cH:6][cH:7][c:8]([C:13](=[O:14])[O:15][CH2:16][CH3:17])[cH:9][c:10]2[c:11]1[CH3:12].[CH3:30][CH2:31][OH:32].[ClH:28].[Na+:27].[OH-:26].[OH2:29]>>[CH2:1]([CH3:2])[c:3]1[n:4]([CH2:18][c:19]2[cH:20][cH:21][c:22]([F:25])[cH:23][cH:24]2)[c:5]2[cH:6][cH:7][c:8]([C:13](=[O:14])[OH:15])[cH:9][c:10]2[c:11]1[CH3:12]. Starting materials: S1C(=NC=C1)C(C1=CC(=C(C(=O)OC)C=C1)C1=CC=C(C=C1)F)OCCC1=CN=CN1C (methyl 4-[1-(thiazol-2-yl)-2-(1-methylimidazol-5-yl)ethoxymethyl]-2-(4-fluorophenyl)benzoate), [OH-].[Na+] (sodium hydroxide). The solvent is CO (methanol), O (water). Yields the product FC1=CC=C(C=C1)C1=C(C(=O)O)C=CC(=C1)C(C=1SC=CN1)OCCC1=CN=CN1C (2-(4-fluorophenyl)-4-[1-(thiazol-2-yl)-2-(1-methylimidazol-5-yl)ethoxymethyl]benzoic acid). RXN SMILES: [S:1]1[CH:5]=[CH:4][N:3]=[C:2]1[CH:6]([O:24][CH2:25][CH2:26][C:27]1[N:31]([CH3:32])[CH:30]=[N:29][CH:28]=1)[C:7]1[CH:16]=[CH:15][C:10]([C:11]([O:13]C)=[O:12])=[C:9]([C:17]2[CH:22]=[CH:21][C:20]([F:23])=[CH:19][CH:18]=2)[CH:8]=1.[OH-].[Na+]>CO.O>[F:23][C:20]1[CH:19]=[CH:18][C:17]([C:9]2[CH:8]=[C:7]([CH:6]([O:24][CH2:25][CH2:26][C:27]3[N:31]([CH3:32])[CH:30]=[N:29][CH:28]=3)[C:2]3[S:1][CH:5]=[CH:4][N:3]=3)[CH:16]=[CH:15][C:10]=2[C:11]([OH:13])=[O:12])=[CH:22][CH:21]=1 |f:1.2|. Procedure: A mixture of methyl 4-[1-(thiazol-2-yl)-2-(1-methylimidazol-5-yl)ethoxymethyl]-2-(4-fluorophenyl)benzoate (1.45 g, 3.21 mmol) and sodium hydroxide (0.64 g, 16.05 mmol) in methanol (75 ml) and water (7 ml) was stirred under a nitrogen atmosphere at reflux for 18 hours, cooled to ambient temperature and the methanol evaporated off. The residue was treated with aqueous citric acid (1M, 5 ml) and extracted with dichloromethane. The organic extracts were dried and evaporated to dryness to give 2-(4-f...